This data is from the Open Reaction Database (ORD), a public repository of structured organic reaction records. The task is: describe an organic reaction: reactants, conditions, products, and yield Reactants: Cl.COC(=O)C=1N(C=C(C1)N)C (1-methyl-4-aminopyrrole-2-carboxylic acid methyl ester hydrochloride), C([O-])([O-])=O.[Na+].[Na+] (sodium carbonate), C1=CC=CC=2C3=CC=CC=C3C(C12)COC(=O)Cl (9-fluorenylmethylchloroformate). Conditions: time 8 hour. Product: C1=CC=CC=2C3=CC=CC=C3C(C12)COC(=O)NC=1C=C(N(C1)C)C(=O)O (4-[(9-fluorenylmethoxycarbonyl)amino]-1-methyl-2-pyrrole carboxylic acid). The yield is 59.6%. As a reaction SMILES: Cl.C[O:3][C:4]([C:6]1[N:7]([CH3:12])[CH:8]=[C:9]([NH2:11])[CH:10]=1)=[O:5].C(=O)([O-])[O-].[Na+].[Na+].[CH:19]1[C:31]2[CH:30]([CH2:32][O:33][C:34](Cl)=[O:35])[C:29]3[C:24](=[CH:25][CH:26]=[CH:27][CH:28]=3)[C:23]=2[CH:22]=[CH:21][CH:20]=1>>[CH:19]1[C:31]2[CH:30]([CH2:32][O:33][C:34]([NH:11][C:9]3[CH:10]=[C:6]([C:4]([OH:3])=[O:5])[N:7]([CH3:12])[CH:8]=3)=[O:35])[C:29]3[C:24](=[CH:25][CH:26]=[CH:27][CH:28]=3)[C:23]=2[CH:22]=[CH:21][CH:20]=1 |f:0.1,2.3.4|. Reported procedure: After dissolving 9 (10.9 g, 57.2 mmol) into distilled water (80 ml), sodium hydroxide (9.2 g) was added to the solution. After stirring overnight, the solution was neutralized with 1N hydrochloric acid, followed by distillation under a reduced pressure. The residue was dissolved into a mixed solution of water and ethyleneglycoldimethylether (100 ml, 1:1, v/v) to be used for next reaction. After dissolving sodium carbonate (5.3 g) into the solution, 9-fluorenylmethylchloroformate (17.8 g, 68.6 mm... Reactants: methylene-1,2-dioxybenzene, C(Br)Br (methylene dibromide), [Br-].[K+] (potassium bromide). Yields the product [Br-].[Br-].[Br-].[K+].[K+].[K+] (potassium tribromide), [K+].[Br-] (KBr), BrBr (bromine). Isolated yield 34.0%. As a reaction SMILES: C(Br)[Br:2].[Br-:4].[K+:5]>>[Br-:2].[Br-:4].[Br-:2].[K+:5].[K+:5].[K+:5].[K+:5].[Br-:2].[Br:4][Br:2] |f:1.2,3.4.5.6.7.8,9.10|. Procedure details: Into a 500mL three-necked flask equipped with a dropping funnel, condenser, thermometer and mechanical stirrer were charged 50 grams of methylene-1,2-dioxybenzene (MDOB), 50 grams of methylene dibromide (Me2Br2) and 20 grams of 34% aqueous potassium bromide. With stirring, an aqueous potassium tribromide solution--formed from 165 grams of 34% aqueous KBr and 65 grams of elemental bromine--was added slowly over a two-hour period during which time the mildly exothermic reaction kept the reaction m... Starting materials: CCOC(C)=O, CO, CC(C)(C)OC(=O)N1CCN(C2CCC2)CC1, Cl, C1COCCO1. Product: C1CC(N2CCNCC2)C1. Reaction SMILES: [CH3:19][CH2:20][O:21][C:22](=[O:23])[CH3:24].[CH3:25][OH:26].[CH:1]1([N:5]2[CH2:6][CH2:7][N:8]([C:11]([O:12][C:13]([CH3:14])([CH3:15])[CH3:16])=[O:17])[CH2:9][CH2:10]2)[CH2:2][CH2:3][CH2:4]1.[ClH:18].[O:27]1[CH2:28][CH2:29][O:30][CH2:31][CH2:32]1>>[CH:1]1([N:5]2[CH2:6][CH2:7][NH:8][CH2:9][CH2:10]2)[CH2:2][CH2:3][CH2:4]1.